From a dataset of the Open Reaction Database (ORD), a public repository of structured organic reaction records. describe an organic reaction: reactants, conditions, products, and yield Reactants: Fc1cccc(Br)c1F, CC(C)(C)OC(=O)N1CC(=O)C1, [Li]CCCC, CCOCC, [Cl-], [NH4+]. Yields the product CC(C)(C)OC(=O)N1CC(O)(c2cccc(F)c2F)C1. Reaction SMILES: [Br:1][c:2]1[c:3]([F:9])[c:4]([F:8])[cH:5][cH:6][cH:7]1.[C:15](=[O:16])([O:17][C:18]([CH3:19])([CH3:20])[CH3:21])[N:22]1[CH2:23][C:24](=[O:26])[CH2:25]1.[CH2:10]([Li:11])[CH2:12][CH2:13][CH3:14].[CH2:29]([O:30][CH2:31][CH3:32])[CH3:33].[Cl-:27].[NH4+:28]>>[c:2]1([C:24]2([OH:26])[CH2:23][N:22]([C:15](=[O:16])[O:17][C:18]([CH3:19])([CH3:20])[CH3:21])[CH2:25]2)[c:3]([F:9])[c:4]([F:8])[cH:5][cH:6][cH:7]1. The reactants are BrC=1C=C(C=CC1)C1=NC(=NO1)C=1C=NC=CC1 (5-(3-bromophenyl)-3-(pyridin-3-yl)-1,2,4-oxadiazole), N1(CCNCC1)C(=O)OC(C)(C)C (tert-butyl piperazine-1-carboxylate), CC(C)([O-])C.[Na+] (sodium t-butoxide), C1(=CC=CC=C1)P(C1=CC=CC=2C(C3=CC=CC(=C3OC12)P(C1=CC=CC=C1)C1=CC=CC=C1)(C)C)C1=CC=CC=C1 (4,5-bis(diphenylphosphino)-9,9-dimethylxanthene). The solvent is C1(=CC=CC=C1)C (toluene). The reagents and catalysts are C=1C=CC(=CC1)/C=C/C(=O)/C=C/C2=CC=CC=C2.C=1C=CC(=CC1)/C=C/C(=O)/C=C/C2=CC=CC=C2.C=1C=CC(=CC1)/C=C/C(=O)/C=C/C2=CC=CC=C2.[Pd].[Pd] (tris(dibenzylideneacetone)dipalladium(0)). Conditions: temperature 100 celsius, time 15 hour. Reported procedure: A solution of the product of Example 63 (200 mg, 0.66 mmol) and tert-butyl piperazine-1-carboxylate (Aldrich, 123 mg, 0.66 mmol) in toluene (anhydrous, 10 mL) was degassed and purged with nitrogen three times, sodium t-butoxide (Aldrich, 64 mg, 0.66 mmol) and tris(dibenzylideneacetone)dipalladium(0) (Aldrich, 12.1 mg, 0.013 mmol), 4,5-bis(diphenylphosphino)-9,9-dimethylxanthene (Aldrich, 23.0 mg, 0.040 mmol, xantphos) were added, degassed and purged with nitrogen three times. The mixture was the... RXN SMILES: Br[C:2]1[CH:3]=[C:4]([C:8]2[O:12][N:11]=[C:10]([C:13]3[CH:14]=[N:15][CH:16]=[CH:17][CH:18]=3)[N:9]=2)[CH:5]=[CH:6][CH:7]=1.[N:19]1([C:25]([O:27][C:28]([CH3:31])([CH3:30])[CH3:29])=[O:26])[CH2:24][CH2:23][NH:22][CH2:21][CH2:20]1.CC(C)([O-])C.[Na+].C1(P(C2C=CC=CC=2)C2C3OC4C(=CC=CC=4P(C4C=CC=CC=4)C4C=CC=CC=4)C(C)(C)C=3C=CC=2)C=CC=CC=1>C1(C)C=CC=CC=1.C1C=CC(/C=C/C(/C=C/C2C=CC=CC=2)=O)=CC=1.C1C=CC(/C=C/C(/C=C/C2C=CC=CC=2)=O)=CC=1.C1C=CC(/C=C/C(/C=C/C2C=CC=CC=2)=O)=CC=1.[Pd].[Pd]>[N:15]1[CH:16]=[CH:17][CH:18]=[C:13]([C:10]2[N:9]=[C:8]([C:4]3[CH:3]=[C:2]([N:22]4[CH2:21][CH2:20][N:19]([C:25]([O:27][C:28]([CH3:31])([CH3:30])[CH3:29])=[O:26])[CH2:24][CH2:23]4)[CH:7]=[CH:6][CH:5]=3)[O:12][N:11]=2)[CH:14]=1 |f:2.3,6.7.8.9.10|. The product is N1=CC(=CC=C1)C1=NOC(=N1)C=1C=C(C=CC1)N1CCN(CC1)C(=O)OC(C)(C)C (tert-butyl 4-(3-(3-(pyridin-3-yl)-1,2,4-oxadiazol-5-yl)phenyl)piperazine-1-carboxylate). The reactants are FC1=C(C=C(OCC2=NC3=CC=CC=C3C=C2)C=C1)[N+](=O)[O-] (2-((4-fluoro-3-nitrophenoxy)methyl)quinoline), Cl.BrC1=CC=C(CN)C=C1 (4-bromobenzyl amine hydrochloride), CCN(C(C)C)C(C)C (DIPEA). Run in CC(=O)N(C)C (DMA). Conditions: temperature 100 celsius, time 24 hour. Product: BrC1=CC=C(CNC2=C(C=C(C=C2)OCC2=NC3=CC=CC=C3C=C2)[N+](=O)[O-])C=C1 (N-(4-bromobenzyl)-2-nitro-4-(quinolin-2-ylmethoxy)aniline). The yield is 113.1%. RXN SMILES: F[C:2]1[CH:19]=[CH:18][C:5]([O:6][CH2:7][C:8]2[CH:17]=[CH:16][C:15]3[C:10](=[CH:11][CH:12]=[CH:13][CH:14]=3)[N:9]=2)=[CH:4][C:3]=1[N+:20]([O-:22])=[O:21].Cl.[Br:24][C:25]1[CH:32]=[CH:31][C:28]([CH2:29][NH2:30])=[CH:27][CH:26]=1.CCN(C(C)C)C(C)C>CC(N(C)C)=O>[Br:24][C:25]1[CH:32]=[CH:31][C:28]([CH2:29][NH:30][C:2]2[CH:19]=[CH:18][C:5]([O:6][CH2:7][C:8]3[CH:17]=[CH:16][C:15]4[C:10](=[CH:11][CH:12]=[CH:13][CH:14]=4)[N:9]=3)=[CH:4][C:3]=2[N+:20]([O-:22])=[O:21])=[CH:27][CH:26]=1 |f:1.2|. Procedure: To a 250 mL round-bottomed flask were added a stir bar, 2-((4-fluoro-3-nitrophenoxy)methyl)quinoline (15.0 g, 40 mmol) and 4-bromobenzyl amine hydrochloride (11 g, 50 mmol), DMA (130 mL), and DIPEA (22 mL, 125 mmol). The resulting mixture was heated to 100° C. After 24 h, the mixture was cooled and concentrated to dryness. The residue was triturated with IPA (200 mL) and the orange solid was collected by vacuum filtration. The collected solid was washed with IPA (2×50 mL) and hexanes (2×50 mL) t... Starting materials: OC1=C(C2=CC=CC=C2C=C1C(=O)O)C1=C(C(=CC2=CC=CC=C12)C(=O)O)O (2,2′-dihydroxy-1,1′-binaphthalene-3,3′-dicarboxylic acid), O (water), Cl (hydrochloric acid), O (water), C1(=CC=CC=C1)[Li] (Phenyllithium). Run in O1CCCC1 (tetrahydrofuran). Run at temperature -78 celsius. The product is C1(=CC=CC=C1)C(=O)C1=CC=CC=C1 (phenylketone), solid. RXN SMILES: O[C:2]1[C:11](C(O)=O)=[CH:10][C:9]2[C:4](=CC=CC=2)[C:3]=1[C:15]1[C:24]2[C:19](=[CH:20][CH:21]=[CH:22][CH:23]=2)C=C(C(O)=O)C=1O.C1([Li])C=CC=CC=1.[OH2:36].Cl>O1CCCC1>[C:3]1([C:15]([C:24]2[CH:19]=[CH:20][CH:21]=[CH:22][CH:23]=2)=[O:36])[CH:4]=[CH:9][CH:10]=[CH:11][CH:2]=1. Reported procedure: With stirring under dry nitrogen, 2,2′-dihydroxy-1,1′-binaphthalene-3,3′-dicarboxylic acid (8.42 g, 22.5 mmol) was dissolved in dry tetrahydrofuran (500 mL) then cooled to −78° C. with a dry ice/acetone bath. Phenyllithium (100 mL of 1.8 M in 70/30 cyclohexane/ether, 0.18 mol) was added dropwise, then the solution was allowed to warm to ambient temperature. After stirring overnight, deionized water (50 mL) was slowly added to the reaction solution at 0° C. With vigorous stirring, 1 M hydrochlori... Starting materials: [OH-].[K+] (potassium hydroxide), C12(CC3CC(CC(C1)C3)C2)C(=O)OC=2C=C3C(C=C(OC3=CC2)C23CC1CC(CC(C2)C1)C3)=O (6-(1-adamantoyloxy)-2-(1-adamantyl)-4H-chromen-4-one), buffer solution. Solvent: O1CCOCC1 (dioxane). Reaction conditions: time 3 hour. Product: OC=1C=C2C(C=C(OC2=CC1)C=CC1=CC=CC=C1)=O (6-Hydroxy-2-(2phenylethenyl)-4H-chromen-4-one). As a reaction SMILES: C12(C([O:13][C:14]3[CH:15]=[C:16]4[C:21](=[CH:22][CH:23]=3)[O:20][C:19]([C:24]35C[CH:28]6[CH2:29][CH:30]([CH2:32][CH:26]([CH2:27]6)[CH2:25]3)C5)=[CH:18][C:17]4=[O:34])=O)CC3CC(CC(C3)C1)C2.[OH-].[K+]>O1CCOCC1>[OH:13][C:14]1[CH:15]=[C:16]2[C:21](=[CH:22][CH:23]=1)[O:20][C:19]([CH:24]=[CH:25][C:26]1[CH:27]=[CH:28][CH:29]=[CH:30][CH:32]=1)=[CH:18][C:17]2=[O:34] |f:1.2|. Procedure details: 330 mg 6-(1-adamantoyloxy)-2-(1-adamantyl)-4H-chromen-4-one is dissolved in dioxane and treated with 5 ml of 10% aqueous potassium hydroxide solution. The mixture is stirred for 3 hours at room temperature and then poured into 2M aqueous pH 7 buffer solution. Extraction with ethyl acetate yields after drying and evaporation a crude product which is purified by chromatogaphy. The title compound is obtained [colourless crystals; mp 230°(from 2-propanol)]. Reactants: CC(C)([O-])C.[K+] (potassium tert-butoxide), ClC=1C=C(CBr)C=CC1 (3-chlorobenzyl bromide), intermediate 16, ClC=1C=C2C(=CC1)N(C(C21C(NC(C1)=O)=O)=O)CC(=O)OC (methyl (5-chloro-2,2′,5′-trioxospiro[indole-3,3′-pyrrolidin]-1(2H)-yl)acetate), intermediate 47, O1CCCC1.C(C)OCC (tetrahydrofuran diethyl ether). Run in CN(C=O)C (N,N-dimethylformamide). The product is ClC=1C=C2C(=CC1)N(C(C21C(N(C(C1)=O)CC1=CC(=CC=C1)Cl)=O)=O)CC(=O)OC (Methyl [5-chloro-1′-(3-chlorobenzyl)-2,2′,5′-trioxospiro[indole-3,3′-pyrrolidin]-1(2H)-yl)acetate). Yield: 52.0%. Reaction SMILES: [Cl:1][C:2]1[CH:3]=[C:4]2[C:10]3([CH2:14][C:13](=[O:15])[NH:12][C:11]3=[O:16])[C:9](=[O:17])[N:8]([CH2:18][C:19]([O:21][CH3:22])=[O:20])[C:5]2=[CH:6][CH:7]=1.CC(C)([O-])C.[K+].[Cl:29][C:30]1[CH:31]=[C:32]([CH:35]=[CH:36][CH:37]=1)[CH2:33]Br.O1CCCC1.C(OCC)C>CN(C)C=O>[Cl:1][C:2]1[CH:3]=[C:4]2[C:10]3([CH2:14][C:13](=[O:15])[N:12]([CH2:33][C:32]4[CH:35]=[CH:36][CH:37]=[C:30]([Cl:29])[CH:31]=4)[C:11]3=[O:16])[C:9](=[O:17])[N:8]([CH2:18][C:19]([O:21][CH3:22])=[O:20])[C:5]2=[CH:6][CH:7]=1 |f:1.2,4.5|. Reported procedure: Following the general procedure (Route A) as outlined above for the synthesis of intermediate 16, methyl (5-chloro-2,2′,5′-trioxospiro[indole-3,3′-pyrrolidin]-1(2H)-yl)acetate, intermediate 47, (2.94 g, 9.11 mmol) was reacted with potassium tert-butoxide (1.07 g, 9.57 mmol) and 3-chlorobenzyl bromide (1.25 ml, 9.57 mmol) in anhydrous N,N-dimethylformamide (90 ml) at ambient temperature for two hours to give the title compound (2.10 g, 52%) as slightly pink powder after trituration from tetrahydr... The reactants are CCOC(=O)C1CCC(=O)CC1, O=C(CNc1n[nH]c2ccc(C(F)(F)F)cc12)NC1CNC1. Yields the product CCOC(=O)C1CCC(N2CC(NC(=O)CNc3n[nH]c4ccc(C(F)(F)F)cc34)C2)CC1. RXN SMILES: [CH2:23]([CH3:24])[O:25][C:26](=[O:27])[CH:28]1[CH2:29][CH2:30][C:31](=[O:34])[CH2:32][CH2:33]1.[NH:1]1[CH2:2][CH:3]([NH:5][C:6]([CH2:7][NH:8][c:9]2[n:10][nH:11][c:12]3[cH:13][cH:14][c:15]([C:18]([F:19])([F:20])[F:21])[cH:16][c:17]23)=[O:22])[CH2:4]1>>[N:1]1([CH:31]2[CH2:30][CH2:29][CH:28]([C:26]([O:25][CH2:23][CH3:24])=[O:27])[CH2:33][CH2:32]2)[CH2:2][CH:3]([NH:5][C:6]([CH2:7][NH:8][c:9]2[n:10][nH:11][c:12]3[cH:13][cH:14][c:15]([C:18]([F:19])([F:20])[F:21])[cH:16][c:17]23)=[O:22])[CH2:4]1.